Dataset: the Open Reaction Database (ORD), a public repository of structured organic reaction records. Task: describe an organic reaction: reactants, conditions, products, and yield The reactants are Clc1nc(Cl)nc(N2CCOCC2)n1, O=C([O-])[O-], CN(C)C=O, O, c1ccc2[nH]cnc2c1. The product is Clc1nc(N2CCOCC2)nc(-n2cnc3ccccc32)n1. RXN SMILES: [Cl:1][c:2]1[n:3][c:4]([N:9]2[CH2:10][CH2:11][O:12][CH2:13][CH2:14]2)[n:5][c:6]([Cl:8])[n:7]1.[O-:15][C:16](=[O:17])[O-:18].[O:29]=[CH:30][N:31]([CH3:32])[CH3:33].[OH2:28].[n:19]1[cH:20][nH:21][c:22]2[c:23]1[cH:24][cH:25][cH:26][cH:27]2>>[c:2]1(-[n:19]2[cH:20][n:21][c:22]3[c:23]2[cH:24][cH:25][cH:26][cH:27]3)[n:3][c:4]([N:9]2[CH2:10][CH2:11][O:12][CH2:13][CH2:14]2)[n:5][c:6]([Cl:8])[n:7]1. Reactants: C[Si](C)(C)CCOCn1ccc2cc(Br)cnc21, C1COCCN1, Cc1ccccc1, O=C(C=Cc1ccccc1)C=Cc1ccccc1, O=C(C=Cc1ccccc1)C=Cc1ccccc1, O=C(C=Cc1ccccc1)C=Cc1ccccc1, [Pd], [Pd]. Yields the product C[Si](C)(C)CCOCn1ccc2cc(N3CCOCC3)cnc21. RXN SMILES: [Br:1][c:2]1[cH:3][c:4]2[c:5]([n:6][cH:7]1)[n:8]([CH2:11][O:12][CH2:13][CH2:14][Si:15]([CH3:16])([CH3:17])[CH3:18])[cH:9][cH:10]2.[CH2:19]1[CH2:20][O:21][CH2:22][CH2:23][NH:24]1.[CH3:25][c:26]1[cH:27][cH:28][cH:29][cH:30][cH:31]1.[O:34]=[C:35]([CH:36]=[CH:37][c:38]1[cH:39][cH:40][cH:41][cH:42][cH:43]1)[CH:44]=[CH:45][c:46]1[cH:47][cH:48][cH:49][cH:50][cH:51]1.[O:52]=[C:53]([CH:54]=[CH:55][c:56]1[cH:57][cH:58][cH:59][cH:60][cH:61]1)[CH:62]=[CH:63][c:64]1[cH:65][cH:66][cH:67][cH:68][cH:69]1.[O:70]=[C:71]([CH:72]=[CH:73][c:74]1[cH:75][cH:76][cH:77][cH:78][cH:79]1)[CH:80]=[CH:81][c:82]1[cH:83][cH:84][cH:85][cH:86][cH:87]1.[Pd:32].[Pd:33]>>[c:2]1([N:24]2[CH2:19][CH2:20][O:21][CH2:22][CH2:23]2)[cH:3][c:4]2[c:5]([n:6][cH:7]1)[n:8]([CH2:11][O:12][CH2:13][CH2:14][Si:15]([CH3:16])([CH3:17])[CH3:18])[cH:9][cH:10]2. Starting materials: C1(CCCCC1)N=C=NC1CCCCC1 (dicyclohexylcarbodiimide), N1=CC=CC=C1 (pyridine), C[Si](C)(C)C(C)O (trimethylsilylethanol), CC1=CC=C(C=C1)C1=C(C=CC=C1)C(=O)O (4-methyl-2'-carboxybiphenyl). Run in C(C)#N (acetonitrile). Reaction conditions: time 3 hour. Yields the product CC1=CC=C(C=C1)C1=C(C=CC=C1)C(=O)OCC[Si](C)(C)C (4-methyl-2'-(trimethylsilylethoxycarbonyl)biphenyl). As a reaction SMILES: [CH3:1][C:2]1[CH:7]=[CH:6][C:5]([C:8]2[CH:13]=[CH:12][CH:11]=[CH:10][C:9]=2[C:14]([OH:16])=[O:15])=[CH:4][CH:3]=1.N1C=CC=CC=1.[CH3:23][Si:24]([CH:27](O)[CH3:28])([CH3:26])[CH3:25].C1(N=C=NC2CCCCC2)CCCCC1>C(#N)C>[CH3:1][C:2]1[CH:7]=[CH:6][C:5]([C:8]2[CH:13]=[CH:12][CH:11]=[CH:10][C:9]=2[C:14]([O:16][CH2:28][CH2:27][Si:24]([CH3:26])([CH3:25])[CH3:23])=[O:15])=[CH:4][CH:3]=1. Procedure: The starting material can be obtained, for example, as follows: 14.2 g of 4-methyl-2'-carboxybiphenyl (EP 253,310) are dissolved in 60 ml of acetonitrile and 10.7 ml of pyridine and 11.4 ml of trimethylsilylethanol are added. The mixture is treated at 0° with 15.1 g of dicyclohexylcarbodiimide and stirred at this temperature for 3 hours. After this, the reaction mixture is evaporated in a high vacuum, the residue is treated with ether, and dicyclohexylurea is filtered off. After flash chromatogr...